Dataset: the Open Reaction Database (ORD), a public repository of structured organic reaction records. Task: describe an organic reaction: reactants, conditions, products, and yield The reactants are FC=1C=C(C=CC1)C1=NC=C(C=N1)C(=O)Cl (2-(3-fluoro-phenyl)-pyrimidine-5-carboxylic acid chloride), CS(=O)(=O)C=1C=C2C=CN(C2=CC1)N (5-methanesulfonyl-indole-1-ylamine), C(=O)([O-])[O-].[K+].[K+] (K2CO3). The solvent is CCOC(=O)C (EtOAc), CCOC(=O)C (EtOAc), O (H2O). Conditions: time 8 hour. Yields the product CS(=O)(=O)C=1C=C2C=CN(C2=CC1)NC(=O)C=1C=NC(=NC1)C1=CC(=CC=C1)F (2-(3-fluoro-phenyl)-pyrimidine-5-carboxylic acid (5-methanesulfonyl-indol-1-yl)-amide). The yield is 33.4%. Reaction SMILES: [F:1][C:2]1[CH:3]=[C:4]([C:8]2[N:13]=[CH:12][C:11]([C:14](Cl)=[O:15])=[CH:10][N:9]=2)[CH:5]=[CH:6][CH:7]=1.[CH3:17][S:18]([C:21]1[CH:22]=[C:23]2[C:27](=[CH:28][CH:29]=1)[N:26]([NH2:30])[CH:25]=[CH:24]2)(=[O:20])=[O:19].C([O-])([O-])=O.[K+].[K+]>CCOC(C)=O.O>[CH3:17][S:18]([C:21]1[CH:22]=[C:23]2[C:27](=[CH:28][CH:29]=1)[N:26]([NH:30][C:14]([C:11]1[CH:10]=[N:9][C:8]([C:4]3[CH:5]=[CH:6][CH:7]=[C:2]([F:1])[CH:3]=3)=[N:13][CH:12]=1)=[O:15])[CH:25]=[CH:24]2)(=[O:20])=[O:19] |f:2.3.4|. Procedure: A solution of 2-(3-fluoro-phenyl)-pyrimidine-5-carboxylic acid chloride (0.62 mmol) in EtOAc (10 mL) is added to a stirred solution of 5-methanesulfonyl-indole-1-ylamine (0.62 mmol) and K2CO3 (3.08 mmol) in EtOAc (10 mL) and H2O (10 mL) at 0° C., and the reaction mixture is warmed to rt and stirred overnight. EtOAc is evaporated in vacuo, and the resulting solid is collected by filtration. The solid is triturated with DCM to afford 2-(3-fluoro-phenyl)-pyrimidine-5-carboxylic acid (5-methanesulfo... Reactants: [OH-].[K+] (Potassium hydroxide), O (water), C(CO)O (ethylene glycol), [OH-].[K+] (KOH), ClCC(OC)OC (2-chloro-1,1-dimethoxy-ethane). Run at temperature 115 celsius. Yields the product COC(COCCO)OC (2-(2,2-Dimethoxy-Ethoxy)-Ethanol). The yield is 44.9%. Reaction SMILES: [OH-].[K+].Cl[CH2:4][CH:5]([O:8][CH3:9])[O:6][CH3:7].O.[CH2:11]([OH:14])[CH2:12][OH:13]>>[CH3:7][O:6][CH:5]([O:8][CH3:9])[CH2:4][O:13][CH2:12][CH2:11][OH:14] |f:0.1|. Procedure: Potassium hydroxide (30 g, 0.51 mol) was suspended in ethylene glycol (100 ml) and the mixture was heated to 115° C. with stirring. After the KOH dissolved completely, 2-chloro-1,1-dimethoxy-ethane (30.0 mL, 0.263 mol) was added dropwise (ca. 30 minutes) and the solution was stirred at 115° C. for 72 h. The resulting suspension was cooled to room temperature and 150 mL water was added. The solution was extracted with dichloromethane (3×100 mL) and the organic layers combined was washed with brin... Reactants: [Al+3], O=C1CC2(CCN(Cc3ccccc3)CC2)Oc2ccc(Cl)cc21, [Cl-], [Cl-], [Cl-], ClCCl. Product: Clc1ccc2c(c1)CCC1(CCN(Cc3ccccc3)CC1)O2. As a reaction SMILES: [Al+3:2].[CH2:5]([c:6]1[cH:7][cH:8][cH:9][cH:10][cH:11]1)[N:12]1[CH2:13][CH2:14][C:15]2([O:16][c:17]3[cH:18][cH:19][c:20]([Cl:26])[cH:21][c:22]3[C:23](=[O:25])[CH2:24]2)[CH2:27][CH2:28]1.[Cl-:1].[Cl-:3].[Cl-:4].[Cl:29][CH2:30][Cl:31]>>[CH2:5]([c:6]1[cH:7][cH:8][cH:9][cH:10][cH:11]1)[N:12]1[CH2:13][CH2:14][C:15]2([O:16][c:17]3[cH:18][cH:19][c:20]([Cl:26])[cH:21][c:22]3[CH2:23][CH2:24]2)[CH2:27][CH2:28]1.